Dataset: the Open Reaction Database (ORD), a public repository of structured organic reaction records. Task: describe an organic reaction: reactants, conditions, products, and yield Starting materials: CCCCNCCCC, CN(C)C=O, CN1Cc2c(-c3nnc(CCl)o3)ncn2-c2ccccc2C1=O. Yields the product CCCCN(CCCC)Cc1nnc(-c2ncn3c2CN(C)C(=O)c2ccccc2-3)o1. RXN SMILES: [CH2:24]([CH2:25][CH2:26][CH3:27])[NH:28][CH2:29][CH2:30][CH2:31][CH3:32].[CH3:33][N:34]([CH3:35])[CH:36]=[O:37].[Cl:1][CH2:2][c:3]1[n:4][n:5][c:6](-[c:8]2[n:9][cH:10][n:11]3[c:12]2[CH2:13][N:14]([CH3:23])[C:15](=[O:22])[c:16]2[c:17]-3[cH:18][cH:19][cH:20][cH:21]2)[o:7]1>>[CH2:2]([c:3]1[n:4][n:5][c:6](-[c:8]2[n:9][cH:10][n:11]3[c:12]2[CH2:13][N:14]([CH3:23])[C:15](=[O:22])[c:16]2[c:17]-3[cH:18][cH:19][cH:20][cH:21]2)[o:7]1)[N:28]([CH2:24][CH2:25][CH2:26][CH3:27])[CH2:29][CH2:30][CH2:31][CH3:32]. The reactants are Cc1cc(C#N)ccc1Oc1ccc(CC(=O)Nc2ccc(S(N)(=O)=O)cc2Cl)c(C)c1C, Nc1ccc(S(N)(=O)=O)cc1Br. The product is Cc1cc(C#N)ccc1Oc1ccc(CC(=O)Nc2ccc(S(N)(=O)=O)cc2Br)c(C)c1C. As a reaction SMILES: [Cl:1][c:2]1[c:3]([NH:12][C:13]([CH2:14][c:15]2[c:16]([CH3:32])[c:17]([CH3:31])[c:18]([O:21][c:22]3[c:23]([CH3:30])[cH:24][c:25]([C:28]#[N:29])[cH:26][cH:27]3)[cH:19][cH:20]2)=[O:33])[cH:4][cH:5][c:6]([S:8]([NH2:9])(=[O:10])=[O:11])[cH:7]1.[NH2:34][c:35]1[cH:36][cH:37][c:38]([S:39]([NH2:40])(=[O:41])=[O:42])[cH:43][c:44]1[Br:45]>>[c:2]1([Br:45])[c:3]([NH:12][C:13]([CH2:14][c:15]2[c:16]([CH3:32])[c:17]([CH3:31])[c:18]([O:21][c:22]3[c:23]([CH3:30])[cH:24][c:25]([C:28]#[N:29])[cH:26][cH:27]3)[cH:19][cH:20]2)=[O:33])[cH:4][cH:5][c:6]([S:8]([NH2:9])(=[O:10])=[O:11])[cH:7]1. Starting materials: COC=1C(=CC(=C2C1OC(=CC2=O)C=3C=CC=CC3)O)O (Wogonin), C=O (formaldehyde), CN1CCNCC1 (4-N-methyl-piperazine). Run in CO (methanol). Run at temperature 51 celsius, time 4 hour. Product: CN1CCN(CC1)CC=1C(=C2C(C=C(OC2=C(C1O)OC)C1=CC=CC=C1)=O)O (6-((4-methylpiperazin-1-yl)methyl)-5,7-dihydroxy-8-methoxy-2-phenyl-4H-chromen-4-one). RXN SMILES: [CH3:1][O:2][C:3]1[C:4]([OH:21])=[CH:5][C:6]([OH:20])=[C:7]2[C:12](=[O:13])[CH:11]=[C:10]([C:14]3[CH:15]=[CH:16][CH:17]=[CH:18][CH:19]=3)[O:9][C:8]=12.[CH2:22]=O.[CH3:24][N:25]1[CH2:30][CH2:29][NH:28][CH2:27][CH2:26]1>CO>[CH3:24][N:25]1[CH2:30][CH2:29][N:28]([CH2:22][C:5]2[C:6]([OH:20])=[C:7]3[C:8](=[C:3]([O:2][CH3:1])[C:4]=2[OH:21])[O:9][C:10]([C:14]2[CH:19]=[CH:18][CH:17]=[CH:16][CH:15]=2)=[CH:11][C:12]3=[O:13])[CH2:27][CH2:26]1. Procedure: The mixture of Wogonin (28.4 g), methanol (350 ml), 37% formaldehyde solution (8.04 ml), 4-N-methyl-piperazine (10.1 g) was stirred under for 4 hours at 51° C., then precipitates were removed by filtration and washed several times with methanol, after drying under reduced pressure at 55° C. to get the product as orange red solid 38.6 g of purity 99.7%. m.p.: 179° C. MS: (API-ES) m/z 397.5 [M+H]+, 419.5 [M+Na]+, 1H NMR (DMSO-d6/CF3COOD, 400 MHz): δ 8.12˜8.14 (m, 2H, Ar-2′,6′-H), 7.64˜7.66 (m, 3H,... Starting materials: C#CC(C)(C)Oc1cccc(F)c1C#N, Clc1ccccc1Cl. Yields the product CC1(C)C=Cc2ccc(F)c(C#N)c2O1. RXN SMILES: [C:1](#[N:2])[c:3]1[c:4]([O:5][C:6]([C:7]#[CH:8])([CH3:9])[CH3:10])[cH:11][cH:12][cH:13][c:14]1[F:15].[Cl:16][c:17]1[c:18]([Cl:19])[cH:20][cH:21][cH:22][cH:23]1>>[C:1](#[N:2])[c:3]1[c:4]2[c:11]([cH:12][cH:13][c:14]1[F:15])[CH:8]=[CH:7][C:6]([CH3:9])([CH3:10])[O:5]2.